This data is from the Open Reaction Database (ORD), a public repository of structured organic reaction records. The task is: describe an organic reaction: reactants, conditions, products, and yield The reactants are N(O)=C1SC(C(=N1)C)(C)C (2-oxo-4,5,5-trimethyl-3-thiazoline-oxime), C(C)N=C=O (ethyl isocyanate). Product: C(C)NC(=O)ON=C1SC(C(=N1)C)(C)C (2-oxo-4,5,5-trimethyl-3-thiazoline-O-(ethylcarbamoyl)-oxime). Reaction SMILES: [N:1](=[C:3]1[N:7]=[C:6]([CH3:8])[C:5]([CH3:10])([CH3:9])[S:4]1)[OH:2].[CH2:11]([N:13]=[C:14]=[O:15])[CH3:12]>>[CH2:11]([NH:13][C:14]([O:2][N:1]=[C:3]1[N:7]=[C:6]([CH3:8])[C:5]([CH3:10])([CH3:9])[S:4]1)=[O:15])[CH3:12]. Reported procedure: 2-oxo-4,5,5-trimethyl-3-thiazoline-oxime was reacted with ethyl isocyanate as described in Example 4 to yield 2-oxo-4,5,5-trimethyl-3-thiazoline-O-(ethylcarbamoyl)-oxime, m.p. 84°-86° C. Reactants: N#Cc1cc(I)c(N)cc1Cl, C1CCOC1. The product is NCc1cc(I)c(N)cc1Cl. As a reaction SMILES: [NH2:1][c:2]1[cH:3][c:4]([Cl:11])[c:5]([C:6]#[N:7])[cH:8][c:9]1[I:10].[O:12]1[CH2:13][CH2:14][CH2:15][CH2:16]1>>[NH2:1][c:2]1[cH:3][c:4]([Cl:11])[c:5]([CH2:6][NH2:7])[cH:8][c:9]1[I:10]. Reactants: CC(=O)c1ccc2c(c1)CCc1ccc(C(=O)O)cc1S2, CCOC(C)=O, C=[N+]=[N-]. Product: COC(=O)c1ccc2c(c1)Sc1ccc(C(C)=O)cc1CC2. As a reaction SMILES: [C:1]([CH3:2])(=[O:3])[c:4]1[cH:5][c:6]2[c:7]([cH:20][cH:21]1)[S:8][c:9]1[c:10]([cH:13][cH:14][c:15]([C:17](=[O:18])[OH:19])[cH:16]1)[CH2:11][CH2:12]2.[CH3:25][CH2:26][O:27][C:28](=[O:29])[CH3:30].[N+:22](=[N-:23])=[CH2:24]>>[C:1]([CH3:2])(=[O:3])[c:4]1[cH:5][c:6]2[c:7]([cH:20][cH:21]1)[S:8][c:9]1[c:10]([cH:13][cH:14][c:15]([C:17](=[O:18])[O:19][CH3:24])[cH:16]1)[CH2:11][CH2:12]2. RXN SMILES: Br[C:2]1[CH:7]=[CH:6][C:5]([Cl:8])=[C:4]([Cl:9])[CH:3]=1.[C:10]1(B(O)O)[CH:15]=[CH:14][CH:13]=[CH:12][CH:11]=1.C1(P(C2C=CC=CC=2)C2C=CC=CC=2)C=CC=CC=1.C(=O)([O-])[O-].[K+].[K+]>O>[C:10]1([C:2]2[CH:7]=[CH:6][C:5]([Cl:8])=[C:4]([Cl:9])[CH:3]=2)[CH:15]=[CH:14][CH:13]=[CH:12][CH:11]=1 |f:3.4.5|. Solvent: O (water). Conditions: temperature 120 celsius. Procedure details: A mixture was prepared of 1-Bromo-3,4-dichlorobenzene (20.0 g, 88.5 mmol), phenylboronic acid (13.5 g, 110.6 mmol), triphenylphosphine (2.32 g, 8.85 mmol), potassium carbonate (30.58 g, 221.25 mmol), 150 mL xylenes, and 150 mL water. The mixture was stirred and nitrogen bubbled into it for 20 minutes. Palladium acetate was added (0.99 g, 4.425 mmol) and the mixture was heated at 120° C. under nitrogen overnight. Cooled to room temperature and diluted with water and dichloromethane. The mixture w... The product is C1(=CC=CC=C1)C1=CC(=C(C=C1)Cl)Cl (4-Phenyl-1,2-dichlorobenzene). Reactants: BrC1=CC(=C(C=C1)Cl)Cl (1-Bromo-3,4-dichlorobenzene), C1(=CC=CC=C1)B(O)O (phenylboronic acid), C1(=CC=CC=C1)P(C1=CC=CC=C1)C1=CC=CC=C1 (triphenylphosphine), C([O-])([O-])=O.[K+].[K+] (potassium carbonate), xylenes. The yield is 30.4%.